This data is from the Open Reaction Database (ORD), a public repository of structured organic reaction records. The task is: describe an organic reaction: reactants, conditions, products, and yield Reactants: O\N=C\1/CN(C[C@H]1CNC(=O)OCC1=CC=CC=C1)C(=O)OC(C)(C)C (1,1-dimethylethyl(3Z,4R)-3-(hydroxyimino)-4-[({[(phenylmethyl)oxy]carbonyl}amino)methyl]-1-pyrrolidinecarboxylate), Cl.O1CCOCC1 (HCl dioxane). Run in C(Cl)Cl (methylene chloride). The product is Cl.O\N=C/1\[C@@H](CNC1)CNC(OCC1=CC=CC=C1)=O (Phenylmethyl {[(3S,4Z)-4-(hydroxyimino)-3-pyrrolidinyl]methyl}carbamate HCl salt). RXN SMILES: [OH:1]/[N:2]=[C:3]1\[CH2:4][N:5](C(OC(C)(C)C)=O)[CH2:6][C@H:7]\1[CH2:8][NH:9][C:10]([O:12][CH2:13][C:14]1[CH:19]=[CH:18][CH:17]=[CH:16][CH:15]=1)=[O:11].[ClH:27].O1CCOCC1>C(Cl)Cl>[ClH:27].[OH:1]/[N:2]=[C:3]1/[C@H:7]([CH2:8][NH:9][C:10](=[O:11])[O:12][CH2:13][C:14]2[CH:19]=[CH:18][CH:17]=[CH:16][CH:15]=2)[CH2:6][NH:5][CH2:4]/1 |f:1.2,4.5|. Reported procedure: Dissolve 1,1-dimethylethyl(3Z,4R)-3-(hydroxyimino)-4-[({[(phenylmethyl)oxy]carbonyl}amino)methyl]-1-pyrrolidinecarboxylate (0.90 g, 2.53 mmol) in methylene chloride (10 mL). Add HCl/dioxane (excess) and stir at ambient temperature for 3 hours. Concentrate solution under reduced pressure. (0.66 g, quant). LCMS: m/z 254.4 (MH+). The reactants are ClC1=C(OC=2C(=NC=CC2)C2(N=C(SC2)N)C)C=CC=C1 (4-(2-chloro-phenoxypyridin-2-yl)-4-methylthiazol-2-amine), P(=O)([O-])([O-])[O-].[K+].[K+].[K+] (potassium phosphate), C1(=CC=CC=C1)P(C1=CC=CC=2C(C3=CC=CC(=C3OC12)P(C1=CC=CC=C1)C1=CC=CC=C1)(C)C)C1=CC=CC=C1 (4,5-bis(diphenylphosphino)-9,9-dimethyl-9H-xanthene), CC=1N=C(SC1)N (4-methylthiazol-2-amine), ClC1=NC=CC(=C1)OC1=C(C=CC=C1)Cl (2-chloro-4-(2-chlorophenoxy)pyridine). The reagents and catalysts are C=1C=CC(=CC1)/C=C/C(=O)/C=C/C2=CC=CC=C2.C=1C=CC(=CC1)/C=C/C(=O)/C=C/C2=CC=CC=C2.C=1C=CC(=CC1)/C=C/C(=O)/C=C/C2=CC=CC=C2.[Pd].[Pd] (Pd2(dba)3). The product is ClC1=C(OC2=CC(=NC=C2)NC=2SC=C(N2)C)C=CC=C1 (N-(4-(2-chlorophenoxy)pyridin-2-yl)-4-methylthiazol-2-amine). Isolated yield 44.0%. RXN SMILES: [Cl:1][C:2]1[CH:21]=[CH:20][CH:19]=[CH:18][C:3]=1[O:4][C:5]1[C:6]([C:11]2(C)CS[C:13](N)=[N:12]2)=NC=C[CH:10]=1.[CH3:22][C:23]1[N:24]=[C:25]([NH2:28])[S:26][CH:27]=1.ClC1C=C(OC2C=CC=CC=2Cl)C=CN=1.P([O-])([O-])([O-])=O.[K+].[K+].[K+].C1(P(C2C=CC=CC=2)C2C3OC4C(=CC=CC=4P(C4C=CC=CC=4)C4C=CC=CC=4)C(C)(C)C=3C=CC=2)C=CC=CC=1>C1C=CC(/C=C/C(/C=C/C2C=CC=CC=2)=O)=CC=1.C1C=CC(/C=C/C(/C=C/C2C=CC=CC=2)=O)=CC=1.C1C=CC(/C=C/C(/C=C/C2C=CC=CC=2)=O)=CC=1.[Pd].[Pd]>[Cl:1][C:2]1[CH:21]=[CH:20][CH:19]=[CH:18][C:3]=1[O:4][C:5]1[CH:10]=[CH:13][N:12]=[C:11]([NH:28][C:25]2[S:26][CH:27]=[C:23]([CH3:22])[N:24]=2)[CH:6]=1 |f:3.4.5.6,8.9.10.11.12|. Procedure details: Preparation of N-(4-(2-chloro-phenoxypyridin-2-yl)-4-methylthiazol-2-amine: Using the method of Example 3, Step B, 4-methylthiazol-2-amine (0.238 g, 2.08 mmol), 2-chloro-4-(2-chlorophenoxy)pyridine (0.500 g, 2.08 mmol), potassium phosphate (0.486 g, 2.29 mmol), Pd2(dba)3 (0.095 g, 0.104 mmol), and 4,5-bis(diphenylphosphino)-9,9-dimethyl-9H-xanthene (0.060 g, 0.104 mmol) were reacted to provide N-(4-(2-chlorophenoxy)pyridin-2-yl)-4-methylthiazol-2-amine (0.293 g, 44% yield). 1H NMR (d6-DMSO) δ 11... Reported procedure: In a similar manner to Example 4, (2S,4S)-1-[[N-benzyloxycarbonyl-N-[4-(benzotriazol-1-yl)oxycarbonylbicyclo[2.2.2]oct-1-yl]amino]acetyl]-4-fluoropyrrolidine-2-carbonitrile (50.0 mg) and adamantanamine (17.1 mg) were used to obtain (2S,4S)-1-[[N-benzyloxycarbonyl-N-[4-(N-adamantylamino)carbonylbicyclo[2.2.2]oct-1-yl]amino]acetyl]-4-fluoropyrrolidine-2-carbonitrile (38.2 mg). As a reaction SMILES: [CH2:1]([O:8][C:9]([N:11]([CH2:32][C:33]([N:35]1[CH2:39][C@@H:38]([F:40])[CH2:37][C@H:36]1[C:41]#[N:42])=[O:34])[C:12]12[CH2:19][CH2:18][C:15]([C:20]([O:22]N3C4C=CC=CC=4N=N3)=O)([CH2:16][CH2:17]1)[CH2:14][CH2:13]2)=[O:10])[C:2]1[CH:7]=[CH:6][CH:5]=[CH:4][CH:3]=1.[C:43]12([NH2:53])[CH2:52][CH:47]3[CH2:48][CH:49]([CH2:51][CH:45]([CH2:46]3)[CH2:44]1)[CH2:50]2>>[CH2:1]([O:8][C:9]([N:11]([CH2:32][C:33]([N:35]1[CH2:39][C@@H:38]([F:40])[CH2:37][C@H:36]1[C:41]#[N:42])=[O:34])[C:12]12[CH2:13][CH2:14][C:15]([C:20]([NH:53][C:43]34[CH2:44][CH:45]5[CH2:51][CH:49]([CH2:48][CH:47]([CH2:46]5)[CH2:52]3)[CH2:50]4)=[O:22])([CH2:18][CH2:19]1)[CH2:16][CH2:17]2)=[O:10])[C:2]1[CH:7]=[CH:6][CH:5]=[CH:4][CH:3]=1. The product is C(C1=CC=CC=C1)OC(=O)N(C12CCC(CC1)(CC2)C(=O)NC21CC3CC(CC(C2)C3)C1)CC(=O)N1[C@@H](C[C@@H](C1)F)C#N ((2S,4S)-1-[[N-benzyloxycarbonyl-N-[4-(N-adamantylamino)carbonylbicyclo[2.2.2]oct-1-yl]amino]acetyl]-4-fluoropyrrolidine-2-carbonitrile). Reactants: C(C1=CC=CC=C1)OC(=O)N(C12CCC(CC1)(CC2)C(=O)ON2N=NC1=C2C=CC=C1)CC(=O)N1[C@@H](C[C@@H](C1)F)C#N ((2S,4S)-1-[[N-benzyloxycarbonyl-N-[4-(benzotriazol-1-yl)oxycarbonylbicyclo[2.2.2]oct-1-yl]amino]acetyl]-4-fluoropyrrolidine-2-carbonitrile), C12(CC3CC(CC(C1)C3)C2)N (adamantanamine). Isolated yield 74.3%.